Dataset: the Open Reaction Database (ORD), a public repository of structured organic reaction records. Task: describe an organic reaction: reactants, conditions, products, and yield Reactants: C(C)(=O)SCCC(=O)O (3-(acetylthio)propanoic acid), C(C)(=O)SCC(C(=O)OC(C(O)C1=CC=CC=C1)=O)C1=CC=CC=C1 (O-[3-(acetylthio)-2-phenylpropanoyl]mandelic acid), C(C(O)C1=CC=CC=C1)(=O)O (mandelic acid), C1=CC=C(C=C1)C[C@@H](C(=O)O)O (L-3-phenyllactic acid). The product is C1(=CC=CC=C1)C(C(C)(S)OC(C(O)C1=CC=CC=C1)=O)=O (O-(α-Phenyl-β-mercaptopropanoyl)mandelic acid). Reaction SMILES: C(S[CH2:5][CH2:6][C:7]([OH:9])=O)(=O)C.[C:10]([OH:20])(=[O:19])[CH:11]([C:13]1[CH:18]=[CH:17][CH:16]=[CH:15][CH:14]=1)[OH:12].[CH:21]1[CH:26]=[CH:25][C:24](C[C@H](O)C(O)=O)=[CH:23][CH:22]=1.C([S:36]CC(C1C=CC=CC=1)C(OC(=O)C(C1C=CC=CC=1)O)=O)(=O)C>>[C:21]1([C:7](=[O:9])[C:6]([O:19][C:10](=[O:20])[CH:11]([C:13]2[CH:18]=[CH:17][CH:16]=[CH:15][CH:14]=2)[OH:12])([SH:36])[CH3:5])[CH:26]=[CH:25][CH:24]=[CH:23][CH:22]=1. Procedure: By substituting 3-(acetylthio)-2-phenylpropanoic acid for 3-(acetylthio)propanoic acid and mandelic acid for L-3-phenyllactic acid in the procedure of Example 5 and then submitting the product to the procedure of Example 6, O-[3-(acetylthio)-2-phenylpropanoyl]mandelic acid and the title compound is obtained. Reactants: COC(CCC1=CC=C(OCCNCCCCCCCCCCCC)C=C1)(C(F)(F)F)OC (N-[2-[4-(3,3-dimethoxy-4,4,4-trifluorobut-1-yl)phenoxy]ethyl]dodecylamine), C(C)(C)N(CC)C(C)C (diisopropyl ethylamine), ICCC (1-iodopropane). The solvent is C(C)(C)O (isopropanol), C(C)(=O)OCC (ethyl acetate). Yields the product C(CC)N(CCOC1=CC=C(C=C1)CCC(C(F)(F)F)(OC)OC)CCCCCCCCCCCC (N-Propyl-N-[2-[4-(3,3-dimethoxy-4,4,4-trifluorobut-1-yl)phenoxy]ethyl]dodecylamine). The yield is 96.8%. RXN SMILES: [CH3:1][O:2][C:3]([O:32][CH3:33])([C:28]([F:31])([F:30])[F:29])[CH2:4][CH2:5][C:6]1[CH:27]=[CH:26][C:9]([O:10][CH2:11][CH2:12][NH:13][CH2:14][CH2:15][CH2:16][CH2:17][CH2:18][CH2:19][CH2:20][CH2:21][CH2:22][CH2:23][CH2:24][CH3:25])=[CH:8][CH:7]=1.[CH:34](N(C(C)C)CC)([CH3:36])[CH3:35].ICCC>C(O)(C)C.C(OCC)(=O)C>[CH2:35]([N:13]([CH2:14][CH2:15][CH2:16][CH2:17][CH2:18][CH2:19][CH2:20][CH2:21][CH2:22][CH2:23][CH2:24][CH3:25])[CH2:12][CH2:11][O:10][C:9]1[CH:8]=[CH:7][C:6]([CH2:5][CH2:4][C:3]([O:2][CH3:1])([O:32][CH3:33])[C:28]([F:30])([F:31])[F:29])=[CH:27][CH:26]=1)[CH2:34][CH3:36]. Procedure details: A solution of N-[2-[4-(3,3-dimethoxy-4,4,4-trifluorobut-1-yl)phenoxy]ethyl]dodecylamine (500 mg, 1.05 mmol), diisopropyl ethylamine (0.35 ml, 2.1 mmol) and 1-iodopropane (0.26 ml, 2.66 mmol) in isopropanol was heated to reflux for 21 h. After cooling to r.t., the mixture was diluted with ethyl acetate and filtered. The filtrate was concentrated in vacuo, and the residue was chromatographed on silica gel (dichloromethane/methanol 98:2 to 95:5) to afford the title compound (0.526 g, 73%) as a colo... The reactants are CrO3, OCC=1CS([C@H]2N(C1C(=O)OCC(Cl)(Cl)Cl)C(C2NC(CC2=CC=CC=C2)=O)=O)=O (2,2,2-trichloroethyl 3-hydroxymethyl-7-phenylacetamido-3-cephem-4-carboxylate-1-oxide), C(C)(=O)OCC (ethyl acetate). Run in CC(=O)C (acetone). The product is C(=O)C=1CS([C@H]2N(C1C(=O)OCC(Cl)(Cl)Cl)C(C2NC(CC2=CC=CC=C2)=O)=O)=O (2,2,2-trichloroethyl 3-formyl-7-phenylacetamido-3-cephem-4-carboxylate-1-oxide). As a reaction SMILES: [OH:1][CH2:2][C:3]1[CH2:4][S:5](=[O:30])[C@@H:6]2[CH:18]([NH:19][C:20](=[O:28])[CH2:21][C:22]3[CH:27]=[CH:26][CH:25]=[CH:24][CH:23]=3)[C:17](=[O:29])[N:7]2[C:8]=1[C:9]([O:11][CH2:12][C:13]([Cl:16])([Cl:15])[Cl:14])=[O:10].C(OCC)(=O)C>CC(C)=O>[CH:2]([C:3]1[CH2:4][S:5](=[O:30])[C@@H:6]2[CH:18]([NH:19][C:20](=[O:28])[CH2:21][C:22]3[CH:27]=[CH:26][CH:25]=[CH:24][CH:23]=3)[C:17](=[O:29])[N:7]2[C:8]=1[C:9]([O:11][CH2:12][C:13]([Cl:16])([Cl:15])[Cl:14])=[O:10])=[O:1]. Reported procedure: To a solution of 0.843 g (1.7 mmole) of 2,2,2-trichloroethyl 3-hydroxymethyl-7-phenylacetamido-3-cephem-4-carboxylate-1-oxide in 50 ml of acetone at 0° is added over the period of about 2 min. 0.450 ml of 8N CrO3 in H2SO3 and the mixture is stirred at 0° for 5 min., then poured into a mixture of 300 ml ethyl acetate - 300 ml water and the ethyl acetate layer washed with water, dried (MgSO4), and evaporated in vacuo. The residue when chromatographed on silica gel with CHCl3 gives 2,2,2-trichloroe...